Dataset: the Open Reaction Database (ORD), a public repository of structured organic reaction records. Task: describe an organic reaction: reactants, conditions, products, and yield Starting materials: CC(C)(C)c1ccc(S(N)(=O)=O)cc1, CS(C)=O, COc1ccccc1Oc1c(Cl)nc(-c2cccs2)nc1Cl. Yields the product COc1ccccc1Oc1c(Cl)nc(-c2cccs2)nc1NS(=O)(=O)c1ccc(C(C)(C)C)cc1. RXN SMILES: [C:23]([CH3:24])([CH3:25])([CH3:26])[c:27]1[cH:28][cH:29][c:30]([S:33](=[O:34])(=[O:35])[NH2:36])[cH:31][cH:32]1.[CH3:37][S:38]([CH3:39])=[O:40].[Cl:1][c:2]1[n:3][c:4](-[c:18]2[s:19][cH:20][cH:21][cH:22]2)[n:5][c:6]([Cl:17])[c:7]1[O:8][c:9]1[c:10]([O:15][CH3:16])[cH:11][cH:12][cH:13][cH:14]1>>[c:2]1([NH:36][S:33]([c:30]2[cH:29][cH:28][c:27]([C:23]([CH3:24])([CH3:25])[CH3:26])[cH:32][cH:31]2)(=[O:34])=[O:35])[n:3][c:4](-[c:18]2[s:19][cH:20][cH:21][cH:22]2)[n:5][c:6]([Cl:17])[c:7]1[O:8][c:9]1[c:10]([O:15][CH3:16])[cH:11][cH:12][cH:13][cH:14]1. Starting materials: CS(C)=O, CC(Cl)c1ccccc1F, N#C[Na]. Yields the product CC(C#N)c1ccccc1F. Reaction SMILES: [CH3:14][S:15](=[O:16])[CH3:17].[F:4][c:5]1[c:6]([CH:7]([CH3:8])[Cl:9])[cH:10][cH:11][cH:12][cH:13]1.[Na:1][C:2]#[N:3]>>[C:2](#[N:3])[CH:7]([c:6]1[c:5]([F:4])[cH:13][cH:12][cH:11][cH:10]1)[CH3:8]. Reactants: C1CCOC1, CCN(C(C)C)C(C)C, Cc1oc(-c2ccccc2)nc1CCOc1ccc(C=O)c2sccc12, COCC(=O)OC, [Cl-], [Cl-], [Cl-], [Cl-], ClCCl, O, [Ti+4]. The product is COC(=O)C(OC)C(O)c1ccc(OCCc2nc(-c3ccccc3)oc2C)c2ccsc12. RXN SMILES: [CH2:44]1[O:45][CH2:46][CH2:47][CH2:48]1.[CH2:8]([N:9]([CH:10]([CH3:11])[CH3:12])[CH:13]([CH3:14])[CH3:15])[CH3:16].[CH3:17][c:18]1[c:19]([CH2:29][CH2:30][O:31][c:32]2[cH:33][cH:34][c:35]([CH:41]=[O:42])[c:36]3[s:37][cH:38][cH:39][c:40]23)[n:20][c:21](-[c:23]2[cH:24][cH:25][cH:26][cH:27][cH:28]2)[o:22]1.[CH3:1][O:2][C:3]([CH2:4][O:5][CH3:6])=[O:7].[Cl-:52].[Cl-:53].[Cl-:54].[Cl-:55].[Cl:49][CH2:50][Cl:51].[OH2:43].[Ti+4:56]>>[CH3:1][O:2][C:3]([CH:4]([O:5][CH3:6])[CH:41]([c:35]1[cH:34][cH:33][c:32]([O:31][CH2:30][CH2:29][c:19]2[c:18]([CH3:17])[o:22][c:21](-[c:23]3[cH:24][cH:25][cH:26][cH:27][cH:28]3)[n:20]2)[c:40]2[c:36]1[s:37][cH:38][cH:39]2)[OH:42])=[O:7]. Starting materials: O=C([O-])O, ClC(Cl)Cl, O=C(OO)c1cccc(Cl)c1, C=Cc1cccc(Oc2ccc(C(OCOC)(C(F)(F)F)C(F)(F)F)cc2CCC)c1, [Na+], [Na+], [Na+], O=S([O-])([O-])=S. The product is CCCc1cc(C(OCOC)(C(F)(F)F)C(F)(F)F)ccc1Oc1cccc(C2CO2)c1. As a reaction SMILES: [C:32]([OH:33])(=[O:34])[O-:35].[CH:55]([Cl:56])([Cl:57])[Cl:58].[Cl:37][c:38]1[cH:39][cH:40][cH:41][c:42]([C:43]([O:44][OH:45])=[O:46])[cH:47]1.[F:1][C:2]([C:3]([C:4]([F:5])([F:6])[F:7])([O:8][CH2:9][O:10][CH3:11])[c:12]1[cH:13][c:14]([CH2:27][CH2:28][CH3:29])[c:15]([O:18][c:19]2[cH:20][c:21]([CH:25]=[CH2:26])[cH:22][cH:23][cH:24]2)[cH:16][cH:17]1)([F:30])[F:31].[Na+:36].[Na+:53].[Na+:54].[S:48]([O-:49])([O-:50])(=[O:51])=[S:52]>>[F:1][C:2]([C:3]([C:4]([F:5])([F:6])[F:7])([O:8][CH2:9][O:10][CH3:11])[c:12]1[cH:13][c:14]([CH2:27][CH2:28][CH3:29])[c:15]([O:18][c:19]2[cH:20][c:21]([CH:25]3[CH2:26][O:33]3)[cH:22][cH:23][cH:24]2)[cH:16][cH:17]1)([F:30])[F:31]. Reactants: NC=1C=C(C=CC1)[C@]1(N=C(OCC1(F)F)N)C ((R)-4-(3-amino-phenyl)-5,5-difluoro-4-methyl-5,6-dihydro-4H-[1,3]oxazin-2-ylamine), C(#N)C=1C=CC(=NC1)C(=O)O (5-cyano-pyridine-2-carboxylic acid). Product: NC=1OCC([C@@](N1)(C)C=1C=C(C=CC1)NC(=O)C1=NC=C(C=C1)C#N)(F)F (5-Cyano-pyridine-2-carboxylic acid [3-((R)-2-amino-5,5-difluoro-4-methyl-5,6-dihydro-4H-[1,3]oxazin-4-yl)-phenyl]-amide). Reaction SMILES: [NH2:1][C:2]1[CH:3]=[C:4]([C@:8]2([CH3:17])[C:13]([F:15])([F:14])[CH2:12][O:11][C:10]([NH2:16])=[N:9]2)[CH:5]=[CH:6][CH:7]=1.[C:18]([C:20]1[CH:21]=[CH:22][C:23]([C:26](O)=[O:27])=[N:24][CH:25]=1)#[N:19]>>[NH2:16][C:10]1[O:11][CH2:12][C:13]([F:15])([F:14])[C@:8]([C:4]2[CH:3]=[C:2]([NH:1][C:26]([C:23]3[CH:22]=[CH:21][C:20]([C:18]#[N:19])=[CH:25][N:24]=3)=[O:27])[CH:7]=[CH:6][CH:5]=2)([CH3:17])[N:9]=1. Procedure details: The condensation of (R)-4-(3-amino-phenyl)-5,5-difluoro-4-methyl-5,6-dihydro-4H-[1,3]oxazin-2-ylamine (intermediate XI-4) and 5-cyano-pyridine-2-carboxylic acid following procedure I yielded the title compound as an off-white solid. MS (ISP): m/z=372.1 [M+H]+. Reactants: OCCBr, CC#N, O=C(c1cc(C(F)(F)F)cc(C(F)(F)F)c1)N1CCNCC1Cc1ccc(C(F)(F)F)cc1. Product: O=C(c1cc(C(F)(F)F)cc(C(F)(F)F)c1)N1CCN(CCO)CC1Cc1ccc(C(F)(F)F)cc1. As a reaction SMILES: [Br:1][CH2:2][CH2:3][OH:4].[CH3:38][C:39]#[N:40].[F:5][C:6]([c:7]1[cH:8][c:9]([C:10](=[O:11])[N:12]2[CH:13]([CH2:18][c:19]3[cH:20][cH:21][c:22]([C:25]([F:26])([F:27])[F:28])[cH:23][cH:24]3)[CH2:14][NH:15][CH2:16][CH2:17]2)[cH:29][c:30]([C:32]([F:33])([F:34])[F:35])[cH:31]1)([F:36])[F:37]>>[CH2:2]([CH2:3][OH:4])[N:15]1[CH2:14][CH:13]([CH2:18][c:19]2[cH:20][cH:21][c:22]([C:25]([F:26])([F:27])[F:28])[cH:23][cH:24]2)[N:12]([C:10]([c:9]2[cH:8][c:7]([C:6]([F:5])([F:36])[F:37])[cH:31][c:30]([C:32]([F:33])([F:34])[F:35])[cH:29]2)=[O:11])[CH2:17][CH2:16]1. Starting materials: [BH4-], OCCCCCO, C=CCCCCCCC, CN(C)C=O, [Na+], [Na+], [OH-]. The product is CCCCCCCC(C)OCCCCCO. Reaction SMILES: [BH4-:19].[CH2:1]([CH2:2][CH2:3][CH2:4][CH2:5][OH:6])[OH:7].[CH2:8]=[CH:9][CH2:10][CH2:11][CH2:12][CH2:13][CH2:14][CH2:15][CH3:16].[CH3:21][N:22]([CH3:23])[CH:24]=[O:25].[Na+:18].[Na+:20].[OH-:17]>>[CH2:1]([CH2:2][CH2:3][CH2:4][CH2:5][O:6][CH:9]([CH3:8])[CH2:10][CH2:11][CH2:12][CH2:13][CH2:14][CH2:15][CH3:16])[OH:7].